This data is from the Open Reaction Database (ORD), a public repository of structured organic reaction records. The task is: describe an organic reaction: reactants, conditions, products, and yield Starting materials: BrC1=CC(NC=C1)=O (4-bromopyridin-2(1H)-one), BrCC(=O)OC(C)(C)C (tert-butyl 2-bromoacetate), crude product. The product is BrC1=CC(N(C=C1)CC(=O)OC(C)(C)C)=O (tert-Butyl (4-bromo-2-oxopyridin-1(2H)-yl)acetate). As a reaction SMILES: [Br:1][C:2]1[CH:7]=[CH:6][NH:5][C:4](=[O:8])[CH:3]=1.Br[CH2:10][C:11]([O:13][C:14]([CH3:17])([CH3:16])[CH3:15])=[O:12]>>[Br:1][C:2]1[CH:7]=[CH:6][N:5]([CH2:10][C:11]([O:13][C:14]([CH3:17])([CH3:16])[CH3:15])=[O:12])[C:4](=[O:8])[CH:3]=1. Procedure: 4.9 g (28.4 mmol) of 4-bromopyridin-2(1H)-one and 1.2 eq. of tert-butyl 2-bromoacetate were reacted according to General Method 4B at 120° C. After aqueous work-up, the crude product was reacted further without further purification. Yield: 8.6 g (purity 91%, 95% of theory) The reactants are NCCC1=CC=C(C=C1)SC1CCN(CC1)C(=O)NC1=CC=CC=C1 (4-{[4-(2-Aminoethyl)phenyl]sulfanyl}-N-phenyl-1-piperidinecarboxamide), C(C)(C)(C)[Si](C1=CC=CC=C1)(C1=CC=CC=C1)OC1=CC=C(C=C1)OC[C@H]1OC1 (tert-butyl{4-[(2S)oxiranylmethoxy]phenoxy}diphenylsilane). Solvent: ClCCl.C(Cl)(Cl)Cl.CO (dichloromethane chloroform methanol). Product: C1(=CC=CC=C1)NC(=O)N1CCC(CC1)SC1=CC=C(C=C1)CCNC[C@@H](COC1=CC=C(C=C1)O)O (4-(4-[2-[(2S)-2-Hydroxy-3-(4-hydroxy-phenoxy)-propylamino]-ethyl}-phenylsulfanyl)-piperidine-1-carboxylic acid phenylamide). Isolated yield 26.0%. Reaction SMILES: [NH2:1][CH2:2][CH2:3][C:4]1[CH:9]=[CH:8][C:7]([S:10][CH:11]2[CH2:16][CH2:15][N:14]([C:17]([NH:19][C:20]3[CH:25]=[CH:24][CH:23]=[CH:22][CH:21]=3)=[O:18])[CH2:13][CH2:12]2)=[CH:6][CH:5]=1.C([Si]([O:43][C:44]1[CH:49]=[CH:48][C:47]([O:50][CH2:51][C@@H:52]2[CH2:54][O:53]2)=[CH:46][CH:45]=1)(C1C=CC=CC=1)C1C=CC=CC=1)(C)(C)C>ClCCl.C(Cl)(Cl)Cl.CO>[C:20]1([NH:19][C:17]([N:14]2[CH2:15][CH2:16][CH:11]([S:10][C:7]3[CH:6]=[CH:5][C:4]([CH2:3][CH2:2][NH:1][CH2:54][C@H:52]([OH:53])[CH2:51][O:50][C:47]4[CH:48]=[CH:49][C:44]([OH:43])=[CH:45][CH:46]=4)=[CH:9][CH:8]=3)[CH2:12][CH2:13]2)=[O:18])[CH:21]=[CH:22][CH:23]=[CH:24][CH:25]=1 |f:2.3.4|. Procedure: 4-{[4-(2-Aminoethyl)phenyl]sulfanyl}-N-phenyl-1-piperidinecarboxamide (0.45 g, 1.27 mmol) was reacted with tert-butyl{4-[(2S)oxiranylmethoxy]phenoxy}diphenylsilane (0.512 g, 1.27 mmol) according to Procedure G (eluant: 12:3:1 dichloromethane-chloroform-methanol) to give the title compound (0.25 g, 0.33 mmol).